This data is from the Open Reaction Database (ORD), a public repository of structured organic reaction records. The task is: describe an organic reaction: reactants, conditions, products, and yield Starting materials: CCN, CCCN, CCCN(CC=CC#CC(C)(C)C)Cc1cccc(O)c1. Product: CN(CC=CC#CC(C)(C)C)Cc1cccc(O)c1. As a reaction SMILES: [CH3:1][CH2:2][NH2:3].[CH3:4][CH2:5][CH2:6][NH2:7].[CH3:8][C:9]([C:10]#[C:11][CH:12]=[CH:13][CH2:14][N:15]([CH2:16][CH2:17][CH3:18])[CH2:19][c:20]1[cH:21][c:22]([OH:26])[cH:23][cH:24][cH:25]1)([CH3:27])[CH3:28]>>[CH3:8][C:9]([C:10]#[C:11][CH:12]=[CH:13][CH2:14][N:15]([CH3:16])[CH2:19][c:20]1[cH:21][c:22]([OH:26])[cH:23][cH:24][cH:25]1)([CH3:27])[CH3:28]. The reactants are CCN(CC)C(=O)c1ccc(C(=O)OC)s1, CCO, NN, O, O. Product: CCN(CC)C(=O)c1ccc(C(=O)NN)s1. Reaction SMILES: [CH2:1]([CH3:2])[N:3]([C:4](=[O:5])[c:6]1[cH:7][cH:8][c:9]([C:11](=[O:12])[O:13][CH3:14])[s:10]1)[CH2:15][CH3:16].[CH3:21][CH2:22][OH:23].[NH2:18][NH2:19].[OH2:17].[OH2:20]>>[CH2:1]([CH3:2])[N:3]([C:4](=[O:5])[c:6]1[cH:7][cH:8][c:9]([C:11](=[O:12])[NH:18][NH2:19])[s:10]1)[CH2:15][CH3:16].